This data is from the Open Reaction Database (ORD), a public repository of structured organic reaction records. The task is: describe an organic reaction: reactants, conditions, products, and yield The reactants are COCC(=O)Cl (2-methoxyacetyl chloride), ice, O1C(=NC2=C1C=CC=C2)C=2C(=NC=C(C2)C=2C=NN(C2)C2CCNCC2)N (3-(1,3-benzoxazol-2-yl)-5-[1-(4-piperidyl)pyrazol-4-yl]pyridin-2-amine), C(C1=CC=CC=C1)N(C(C)C)C(C)C (N-benzyl-N-isopropyl-propan-2-amine). Solvent: ClCCl (dichloromethane), C1CCOC1 (THF). Conditions: time 2 hour. The product is NC1=C(C=C(C=N1)C=1C=NN(C1)C1CCN(CC1)C(COC)=O)C=1OC2=C(N1)C=CC=C2 (1-[4-[4-[6-amino-5-(1,3-benzoxazol-2-yl)-3-pyridyl]pyrazol-1-yl]-1-piperidyl]-2-methoxy-ethanone). RXN SMILES: [CH3:1][O:2][CH2:3][C:4](Cl)=[O:5].[O:7]1[C:11]2[CH:12]=[CH:13][CH:14]=[CH:15][C:10]=2[N:9]=[C:8]1[C:16]1[C:17]([NH2:33])=[N:18][CH:19]=[C:20]([C:22]2[CH:23]=[N:24][N:25]([CH:27]3[CH2:32][CH2:31][NH:30][CH2:29][CH2:28]3)[CH:26]=2)[CH:21]=1.C(N(C(C)C)C(C)C)C1C=CC=CC=1>ClCCl.C1COCC1>[NH2:33][C:17]1[N:18]=[CH:19][C:20]([C:22]2[CH:23]=[N:24][N:25]([CH:27]3[CH2:32][CH2:31][N:30]([C:4](=[O:5])[CH2:3][O:2][CH3:1])[CH2:29][CH2:28]3)[CH:26]=2)=[CH:21][C:16]=1[C:8]1[O:7][C:11]2[CH:12]=[CH:13][CH:14]=[CH:15][C:10]=2[N:9]=1. Procedure: 2-methoxyacetyl chloride (0.033 ml) was added in one portion to a stirred ice-cooled suspension of 3-(1,3-benzoxazol-2-yl)-5-[1-(4-piperidyl)pyrazol-4-yl]pyridin-2-amine (100 mg) and N-benzyl-N-isopropyl-propan-2-amine on polystyrene (185 mg, 3 mmol/g) in dichloromethane (5 ml) and THF (5 ml). The resulting suspension was stirred at room temperature for 2 hours. The resin was filtered, rinsed with dichloromethane/methanol. The filtrate was concentrated to dryness. The crude product was purified ... Starting materials: CC(C)(C)OC(=O)NCc1cccc2ccn(CC(=O)N3CCC4(CC3)CCN(c3ccncc3)CC4)c12, C1COCCO1. Product: NCc1cccc2ccn(CC(=O)N3CCC4(CC3)CCN(c3ccncc3)CC4)c12. RXN SMILES: [O:1]=[C:2]([CH2:3][n:4]1[cH:5][cH:6][c:7]2[cH:8][cH:9][cH:10][c:11]([CH2:13][NH:14][C:15](=[O:16])[O:17][C:18]([CH3:19])([CH3:20])[CH3:21])[c:12]12)[N:22]1[CH2:23][CH2:24][C:25]2([CH2:26][CH2:27]1)[CH2:28][CH2:29][N:30]([c:33]1[cH:34][cH:35][n:36][cH:37][cH:38]1)[CH2:31][CH2:32]2.[O:39]1[CH2:40][CH2:41][O:42][CH2:43][CH2:44]1>>[O:1]=[C:2]([CH2:3][n:4]1[cH:5][cH:6][c:7]2[cH:8][cH:9][cH:10][c:11]([CH2:13][NH2:14])[c:12]12)[N:22]1[CH2:23][CH2:24][C:25]2([CH2:26][CH2:27]1)[CH2:28][CH2:29][N:30]([c:33]1[cH:34][cH:35][n:36][cH:37][cH:38]1)[CH2:31][CH2:32]2. Starting materials: NC1=CC(=NC(=C1F)CC1=CC=C(C=C1)F)C=O (4-amino-5-fluoro-6-(4-fluorobenzyl)-picolinaldehyde), ClN1C(N(C(C1(C)C)=O)Cl)=O (1,3-dichloro-5,5-dimethylimidazolidine-2,4-dione). Solvent: CC#N (CH3CN). Yields the product NC1=C(C(=NC(=C1F)CC1=CC=C(C=C1)F)C=O)Cl (4-amino-3-chloro-5-fluoro-6-(4-fluorobenzyl)picolinaldehyde). The yield is 136.7%. Reaction SMILES: [NH2:1][C:2]1[C:7]([F:8])=[C:6]([CH2:9][C:10]2[CH:15]=[CH:14][C:13]([F:16])=[CH:12][CH:11]=2)[N:5]=[C:4]([CH:17]=[O:18])[CH:3]=1.[Cl:19]N1C(C)(C)C(=O)N(Cl)C1=O>CC#N>[NH2:1][C:2]1[C:7]([F:8])=[C:6]([CH2:9][C:10]2[CH:11]=[CH:12][C:13]([F:16])=[CH:14][CH:15]=2)[N:5]=[C:4]([CH:17]=[O:18])[C:3]=1[Cl:19]. Reported procedure: Using the procedure for Example 15, 4-amino-5-fluoro-6-(4-fluorobenzyl)-picolinaldehyde (0.5 g, 2.014 mmol), 1,3-dichloro-5,5-dimethylimidazolidine-2,4-dione (0.218 g, 1.108 mmol) and CH3CN (20 mL) gave 4-amino-3-chloro-5-fluoro-6-(4-fluorobenzyl)picolinaldehyde (428 mg, 73.7%) as an orange solid: mp 109-111° C.; 1H NMR (400 MHz, CDCl3) δ 10.08 (s, 1H), 7.28 (m, 3H), 6.97 (m, 2H), 4.84 (s, 2H), 4.14 (d, J=3.1 Hz, 2H); 19F NMR (376 MHz, CDCl3) δ −116.40, −139.04; 13C NMR (101 MHz, CDCl3) δ 190.27... The reactants are C(=O)(O)[O-].[Na+] (NaHCO3), N#N (N2), BrC1=CN(C=2N=CN=C(C21)N)COC (5-bromo-7-[(methyloxy)methyl]-7H-pyrrolo[2,3-d]pyrimidin-4-amine), CC=1C=C(C=CC1)CC(=O)N1CCC2=CC(=CC=C12)B1OC(C(O1)(C)C)(C)C (1-[(3-methylphenyl)acetyl]-5-(4,4,5,5-tetramethyl-1,3,2-dioxaborolan-2-yl)-2,3-dihydro-1H-indole). Reagents/catalysts: C=1C=CC(=CC1)[P](C=2C=CC=CC2)(C=3C=CC=CC3)[Pd]([P](C=4C=CC=CC4)(C=5C=CC=CC5)C=6C=CC=CC6)([P](C=7C=CC=CC7)(C=8C=CC=CC8)C=9C=CC=CC9)[P](C=1C=CC=CC1)(C=1C=CC=CC1)C=1C=CC=CC1 (Pd(Ph3P)4). Run in O1CCOCC1 (1,4-Dioxane), O (water). Reaction conditions: temperature 100 celsius. Product: COCN1C=C(C2=C1N=CN=C2N)C=2C=C1CCN(C1=CC2)C(CC2=CC(=CC=C2)C)=O (7-[(methyloxy)methyl]-5-{1-[(3-methylphenyl)acetyl]-2,3-dihydro-1H-indol-5-yl}-7H-pyrrolo[2,3-d]pyrimidin-4-amine). Yield: 33.3%. Reaction SMILES: Br[C:2]1[C:10]2[C:9]([NH2:11])=[N:8][CH:7]=[N:6][C:5]=2[N:4]([CH2:12][O:13][CH3:14])[CH:3]=1.[CH3:15][C:16]1[CH:17]=[C:18]([CH2:22][C:23]([N:25]2[C:33]3[C:28](=[CH:29][C:30](B4OC(C)(C)C(C)(C)O4)=[CH:31][CH:32]=3)[CH2:27][CH2:26]2)=[O:24])[CH:19]=[CH:20][CH:21]=1.C([O-])(O)=O.[Na+].N#N>O1CCOCC1.O.C1C=CC([P]([Pd]([P](C2C=CC=CC=2)(C2C=CC=CC=2)C2C=CC=CC=2)([P](C2C=CC=CC=2)(C2C=CC=CC=2)C2C=CC=CC=2)[P](C2C=CC=CC=2)(C2C=CC=CC=2)C2C=CC=CC=2)(C2C=CC=CC=2)C2C=CC=CC=2)=CC=1>[CH3:14][O:13][CH2:12][N:4]1[C:5]2[N:6]=[CH:7][N:8]=[C:9]([NH2:11])[C:10]=2[C:2]([C:30]2[CH:29]=[C:28]3[C:33](=[CH:32][CH:31]=2)[N:25]([C:23](=[O:24])[CH2:22][C:18]2[CH:19]=[CH:20][CH:21]=[C:16]([CH3:15])[CH:17]=2)[CH2:26][CH2:27]3)=[CH:3]1 |f:2.3,^1:60,62,81,100|. Procedure details: To 5-bromo-7-[(methyloxy)methyl]-7H-pyrrolo[2,3-d]pyrimidin-4-amine (65 mg, 0.253 mmol), and 1-[(3-methylphenyl)acetyl]-5-(4,4,5,5-tetramethyl-1,3,2-dioxaborolan-2-yl)-2,3-dihydro-1H-indole (114 mg, 0.303 mmol) were dissolved in 1,4-Dioxane (2 mL) was added saturated NaHCO3 (1 mL). The mixture was then bubbled N2 gas for 10 min then added Pd(Ph3P)4 (29.2 mg, 0.025 mmol) then bubbled for 5 additional minutes. The reaction was then capped and heated at 100° C. overnight. The mixture cooled then di... Reactants: Cc1ccc(-c2cccc(C(=O)CC(=O)Nc3cc(C(F)(F)F)c(N(C)C)cc3NC(=O)OC(C)(C)C)c2)cn1, ClCCl, O=C(O)C(F)(F)F. Yields the product Cc1ccc(-c2cccc(C3=Nc4cc(N(C)C)c(C(F)(F)F)cc4NC(=O)C3)c2)cn1. RXN SMILES: [C:1]([O:2][C:3](=[O:4])[NH:7][c:8]1[c:9]([NH:21][C:22]([CH2:23][C:24](=[O:5])[c:26]2[cH:27][c:28](-[c:32]3[cH:33][n:34][c:35]([CH3:38])[cH:36][cH:37]3)[cH:29][cH:30][cH:31]2)=[O:39])[cH:10][c:11]([C:17]([F:18])([F:19])[F:20])[c:12]([N:14]([CH3:15])[CH3:16])[cH:13]1)([CH3:6])([CH3:25])[CH3:40].[Cl:48][CH2:49][Cl:50].[F:41][C:42]([F:43])([F:44])[C:45]([OH:46])=[O:47]>>[N:7]1=[C:24]([c:26]2[cH:27][c:28](-[c:32]3[cH:33][n:34][c:35]([CH3:38])[cH:36][cH:37]3)[cH:29][cH:30][cH:31]2)[CH2:23][C:22](=[O:39])[NH:21][c:9]2[c:8]1[cH:13][c:12]([N:14]([CH3:15])[CH3:16])[c:11]([C:17]([F:18])([F:19])[F:20])[cH:10]2. The reactants are O=C([O-])[O-], Cc1ccc(S(=O)(=O)OCCc2ccc3c(c2)CN(C(=O)OC(C)(C)C)CC3)cc1, O=c1cc(OCc2ccccc2)cc[nH]1, [Cs+], [Cs+], CN(C)C=O. Yields the product CC(C)(C)OC(=O)N1CCc2ccc(CCn3ccc(OCc4ccccc4)cc3=O)cc2C1. As a reaction SMILES: [C:16](=[O:17])([O-:18])[O-:19].[C:22]([CH3:23])([CH3:24])([CH3:25])[O:26][C:27](=[O:28])[N:29]1[CH2:30][c:31]2[cH:32][c:33]([CH2:39][CH2:40][O:41][S:42]([c:43]3[cH:44][cH:45][c:46]([CH3:47])[cH:48][cH:49]3)(=[O:50])=[O:51])[cH:34][cH:35][c:36]2[CH2:37][CH2:38]1.[CH2:1]([c:2]1[cH:3][cH:4][cH:5][cH:6][cH:7]1)[O:8][c:9]1[cH:10][c:11](=[O:15])[nH:12][cH:13][cH:14]1.[Cs+:20].[Cs+:21].[O:52]=[CH:53][N:54]([CH3:55])[CH3:56]>>[CH2:1]([c:2]1[cH:3][cH:4][cH:5][cH:6][cH:7]1)[O:8][c:9]1[cH:10][c:11](=[O:15])[n:12]([CH2:40][CH2:39][c:33]2[cH:32][c:31]3[c:36]([cH:35][cH:34]2)[CH2:37][CH2:38][N:29]([C:27]([O:26][C:22]([CH3:23])([CH3:24])[CH3:25])=[O:28])[CH2:30]3)[cH:13][cH:14]1. The reactants are N[C@@H]1C[C@@H](CC1)C(=O)OC ((1R,3S)-methyl 3-aminocyclopentanecarboxylate), FC1=C(C=CC(=C1)F)C1=CC=C(C=C1)S(=O)(=O)Cl (2′,4′-difluorobiphenyl-4-sulphonyl chloride). The product is FC1=C(C=CC(=C1)F)C1=CC=C(C=C1)S(=O)(=O)N[C@@H]1C[C@@H](CC1)C(=O)OC ((1R,3S)-Methyl 3-(2′,4′-difluorobiphenyl-4-ylsulfonamido)cyclopentanecarboxylate). As a reaction SMILES: [NH2:1][C@H:2]1[CH2:6][CH2:5][C@@H:4]([C:7]([O:9][CH3:10])=[O:8])[CH2:3]1.[F:11][C:12]1[CH:17]=[C:16]([F:18])[CH:15]=[CH:14][C:13]=1[C:19]1[CH:24]=[CH:23][C:22]([S:25](Cl)(=[O:27])=[O:26])=[CH:21][CH:20]=1>>[F:11][C:12]1[CH:17]=[C:16]([F:18])[CH:15]=[CH:14][C:13]=1[C:19]1[CH:20]=[CH:21][C:22]([S:25]([NH:1][C@H:2]2[CH2:6][CH2:5][C@@H:4]([C:7]([O:9][CH3:10])=[O:8])[CH2:3]2)(=[O:27])=[O:26])=[CH:23][CH:24]=1. Procedure details: Using a method analogous to Method A, using (1R,3S)-methyl 3-aminocyclopentanecarboxylate and 2′,4′-difluorobiphenyl-4-sulphonyl chloride, the title compound was obtained as a pale yellow gum.